From a dataset of the Open Reaction Database (ORD), a public repository of structured organic reaction records. describe an organic reaction: reactants, conditions, products, and yield Reactants: CC(O)=S, CCOC(=O)N=NC(=O)OCC, C1CCOC1, O=C1CC(O)CN1, c1ccc(P(c2ccccc2)c2ccccc2)cc1. The product is CC(=O)SC1CNC(=O)C1. Reaction SMILES: [C:39]([CH3:40])(=[S:41])[OH:42].[O:27]=[C:28]([O:29][CH2:30][CH3:31])[N:32]=[N:33][C:34]([O:35][CH2:36][CH3:37])=[O:38].[O:43]1[CH2:44][CH2:45][CH2:46][CH2:47]1.[OH:1][CH:2]1[CH2:3][C:4](=[O:7])[NH:5][CH2:6]1.[c:8]1([P:9]([c:10]2[cH:11][cH:12][cH:13][cH:14][cH:15]2)[c:16]2[cH:17][cH:18][cH:19][cH:20][cH:21]2)[cH:22][cH:23][cH:24][cH:25][cH:26]1>>[CH:2]1([S:41][C:39]([CH3:40])=[O:42])[CH2:3][C:4](=[O:7])[NH:5][CH2:6]1. Starting materials: COC=1C=C(C[C@@H]2[C@H](C(OC2)=O)CC2=CC(=C(C=C2)O)OC)C=CC1OC ((3R,4R)-4-(3,4-dimethoxybenzyl)-3-(4-hydroxy-3-methoxybenzyl)dihydrofuran-2(3H)-one), TEA, [NH4+].[Cl-] (NH4Cl), CN(C(=O)Cl)C (N,N-dimethylcarbamoyl chloride). Reagents/catalysts: CN(C)C=1C=CN=CC1 (DMAP). Run in C(Cl)Cl (DCM). Reaction conditions: time 8 hour. The product is CN(C(OC1=C(C=C(C=C1)C[C@H]1C(OC[C@@H]1CC1=CC(=C(C=C1)OC)OC)=O)OC)=O)C (4-(((3R,4R)-4-(3,4-dimethoxybenzyl)-2-oxotetrahydrofuran-3-yl)methyl)-2-methoxyphenyl dimethylcarbamate). Yield: 62.0%. RXN SMILES: [CH3:1][O:2][C:3]1[CH:4]=[C:5]([CH:23]=[CH:24][C:25]=1[O:26][CH3:27])[CH2:6][C@H:7]1[CH2:11][O:10][C:9](=[O:12])[C@@H:8]1[CH2:13][C:14]1[CH:19]=[CH:18][C:17]([OH:20])=[C:16]([O:21][CH3:22])[CH:15]=1.[CH3:28][N:29]([CH3:33])[C:30](Cl)=[O:31].[NH4+].[Cl-]>C(Cl)Cl.CN(C1C=CN=CC=1)C>[CH3:28][N:29]([CH3:33])[C:30](=[O:31])[O:20][C:17]1[CH:18]=[CH:19][C:14]([CH2:13][C@@H:8]2[C@@H:7]([CH2:6][C:5]3[CH:23]=[CH:24][C:25]([O:26][CH3:27])=[C:3]([O:2][CH3:1])[CH:4]=3)[CH2:11][O:10][C:9]2=[O:12])=[CH:15][C:16]=1[O:21][CH3:22] |f:2.3|. Reported procedure: To a solution of (3R,4R)-4-(3,4-dimethoxybenzyl)-3-(4-hydroxy-3-methoxybenzyl)dihydrofuran-2(3H)-one (150 mg, 0.40 mmol, 1.0 eq) in DCM (15 mL) was added TEA (81 mg, 0.81 mmol, 2.0 eq) and DMAP (98 mg, 0.81 mmol, 2.0 eq), followed by N,N-dimethylcarbamoyl chloride (65 mg, 0.60 mmol, 1.5 eq). The mixture was stirred at rt for overnight, then sat. aq. NH4Cl (30 mL) was added. The reaction mixture was extracted with DCM (30 mL×3). The combined organic layers were dried over MgSO4, filtered and conc... Starting materials: COC(=O)c1ccccc1S(=O)(=O)N=C=O, Cc1cc(CF)nc(N)n1, ClCCl. Product: COC(=O)c1ccccc1S(=O)(=O)NC(=O)Nc1nc(C)cc(CF)n1. As a reaction SMILES: [C:11](=[O:12])([O:13][CH3:14])[c:15]1[c:16]([S:21](=[O:22])(=[O:23])[N:24]=[C:25]=[O:26])[cH:17][cH:18][cH:19][cH:20]1.[CH3:1][c:2]1[n:3][c:4]([NH2:10])[n:5][c:6]([CH2:8][F:9])[cH:7]1.[Cl:27][CH2:28][Cl:29]>>[CH3:1][c:2]1[n:3][c:4]([NH:10][C:25]([NH:24][S:21]([c:16]2[c:15]([C:11](=[O:12])[O:13][CH3:14])[cH:20][cH:19][cH:18][cH:17]2)(=[O:22])=[O:23])=[O:26])[n:5][c:6]([CH2:8][F:9])[cH:7]1. The reactants are C(C)NC(CN1CC2=C(CC1)C1=C(OC2=O)C=C(C=C1)OC)C (3-[2-(ethylamino)propyl]-1,2,3,4-tetrahydro-8-methoxy-5H-[1]benzopyrano[3,4-c]pyridin-5-one), [BH4-].[Na+] (sodium borohydride), C(CC)(=O)O (propionic acid). The product is C(C)N(C(CN1CC2=C(CC1)C1=C(OC2=O)C=C(C=C1)OC)C)CCC (3-[2-(Ethylpropylamino)propyl]-1,2,3,4-tetrahydro-8-methoxy-5H-[1]benzopyrano[3,4-c]pyridin-5-one). Reaction SMILES: [CH2:1]([NH:3][CH:4]([CH3:23])[CH2:5][N:6]1[CH2:11][CH2:10][C:9]2[C:12]3[CH:20]=[CH:19][C:18]([O:21][CH3:22])=[CH:17][C:13]=3[O:14][C:15](=[O:16])[C:8]=2[CH2:7]1)[CH3:2].[BH4-].[Na+].[C:26](O)(=O)[CH2:27][CH3:28]>>[CH2:1]([N:3]([CH2:26][CH2:27][CH3:28])[CH:4]([CH3:23])[CH2:5][N:6]1[CH2:11][CH2:10][C:9]2[C:12]3[CH:20]=[CH:19][C:18]([O:21][CH3:22])=[CH:17][C:13]=3[O:14][C:15](=[O:16])[C:8]=2[CH2:7]1)[CH3:2] |f:1.2|. Reported procedure: Prepared by the method described for Example 59 from 3-[2-(ethylamino)propyl]-1,2,3,4-tetrahydro-8-methoxy-5H-[1]benzopyrano[3,4-c]pyridin-5-one (3.0 g, 0.009 moles), propionic acid (20 ml), and sodium borohydride (2.0 g, 0.053 moles). The free base is obtained crystalline. Recrystallization from acetonitrile gave the product (2.0 g), mp 100°-101° C. Starting materials: C(C)C=1C=C(C=CC1)CCC(C(C(=O)OCC)=NO)=O (5-(3-Ethylphenyl)-2-hydroxyimino-3-oxo-pentanoic acid, ethyl ester), C(C)(=O)O (acetic acid), O (water). The reagents and catalysts are [Zn] (zinc). Run in C(C)(=O)OC(C)=O (acetic anhydride). Run at temperature 40 celsius, time 18 hour. The product is C(C)(=O)NC(C(=O)OCC)C(CCC1=CC(=CC=C1)CC)=O (2-Acetylamino-5-(3-ethylphenyl)-3-oxo-pentanoic acid, ethyl ester). As a reaction SMILES: [CH2:1]([C:3]1[CH:4]=[C:5]([CH2:9][CH2:10][C:11](=[O:20])[C:12](=[N:18]O)[C:13]([O:15][CH2:16][CH3:17])=[O:14])[CH:6]=[CH:7][CH:8]=1)[CH3:2].O.[C:22](O)(=[O:24])[CH3:23]>C(OC(=O)C)(=O)C.[Zn]>[C:22]([NH:18][CH:12]([C:11](=[O:20])[CH2:10][CH2:9][C:5]1[CH:6]=[CH:7][CH:8]=[C:3]([CH2:1][CH3:2])[CH:4]=1)[C:13]([O:15][CH2:16][CH3:17])=[O:14])(=[O:24])[CH3:23]. Reported procedure: To a stirred solution of the product from step (iv) (20.9 g) in acetic acid (100 ml) and acetic anhydride (25 ml) was added zinc dust (30 g) portionwise at a rate to maintain the internal temperature <40° C. The mixture was stirred for 18 hours and water (125 ml) was added at such a rate as to maintain the temperature at around 40° C. The mixture was stirred at room temperature for 1 hour and filtered. The filtrate was extracted with dichloromethane and the extract was washed with water and satu... Reactants: ClCSC1=NN(C=N1)C (3-chloromethylthio-1-methyl-1,2,4-triazole), [I-].[Na+] (sodium iodide). The solvent is O (water), CC(=O)C (acetone). Conditions: temperature 50 celsius, time 3 hour. Yields the product ICSC1=NN(C=N1)C (3-iodomethylthio-1-methyl-1,2,4triazole). The yield is 98.0%. Reaction SMILES: Cl[CH2:2][S:3][C:4]1[N:8]=[CH:7][N:6]([CH3:9])[N:5]=1.[I-:10].[Na+]>CC(C)=O.O>[I:10][CH2:2][S:3][C:4]1[N:8]=[CH:7][N:6]([CH3:9])[N:5]=1 |f:1.2|. Procedure: To a solution of 3-chloromethylthio-1-methyl-1,2,4-triazole (981 mg : 6.0 mMol.) in acetone (10 ml) is added sodium iodide (1.78 g : 12 mMol.), and the mixture is stirred at 50° C. for 3 hours. The reaction mixture is diluted with water and extracted with ethyl acetate. The extract is washed with water, dried over sodium sulfate, and concentrated to give 3-iodomethylthio-1-methyl-1,2,4triazole (1.50 g) as yellow oil. The reactants are C(C)OC(CC1=CC(=CC=C1)OC1=C(C=C(C=C1)[N+](=O)[O-])CN[C@H](CC1=CC=CC=C1)C)=O ((3-{2-[((S)-1-methyl-2-phenyl-ethylamino)-methyl]-4-nitro-phenoxy}-phenyl)-acetic acid ethyl ester), ClC(=O)OC (methyl chloroformate). Yields the product C(C)OC(CC1=CC(=CC=C1)OC1=C(C=C(C=C1)[N+](=O)[O-])CN([C@H](CC1=CC=CC=C1)C)C(=O)OC)=O ([3-(2-{[Methoxycarbonyl-((S)-1-methyl-2-phenyl-ethyl)-amino]-methyl}-4-nitro-phenoxy)-phenyl]-acetic acid ethyl ester). As a reaction SMILES: [CH2:1]([O:3][C:4](=[O:33])[CH2:5][C:6]1[CH:11]=[CH:10][CH:9]=[C:8]([O:12][C:13]2[CH:18]=[CH:17][C:16]([N+:19]([O-:21])=[O:20])=[CH:15][C:14]=2[CH2:22][NH:23][C@@H:24]([CH3:32])[CH2:25][C:26]2[CH:31]=[CH:30][CH:29]=[CH:28][CH:27]=2)[CH:7]=1)[CH3:2].Cl[C:35]([O:37][CH3:38])=[O:36]>>[CH2:1]([O:3][C:4](=[O:33])[CH2:5][C:6]1[CH:11]=[CH:10][CH:9]=[C:8]([O:12][C:13]2[CH:18]=[CH:17][C:16]([N+:19]([O-:21])=[O:20])=[CH:15][C:14]=2[CH2:22][N:23]([C:35]([O:37][CH3:38])=[O:36])[C@@H:24]([CH3:32])[CH2:25][C:26]2[CH:31]=[CH:30][CH:29]=[CH:28][CH:27]=2)[CH:7]=1)[CH3:2]. Procedure: Prepared according to the procedure described in Example 3, Step 3, using the following starting materials: (3-{2-[((S)-1-methyl-2-phenyl-ethylamino)-methyl]-4-nitro-phenoxy}-phenyl)-acetic acid ethyl ester and methyl chloroformate.